From a dataset of the Open Reaction Database (ORD), a public repository of structured organic reaction records. describe an organic reaction: reactants, conditions, products, and yield Reactants: P(OCCBr)(OCCBr)[O-] (bis(2-bromoethyl) phosphite), C(Cl)(Cl)(Cl)Cl (carbon tetrachloride). Run in C(C)N(CC)CC (triethylamine). The product is P(OCCBr)(OCCBr)(=O)Cl (bis(2-bromoethyl) phosphorochloridate). As a reaction SMILES: [P:1]([O-:10])([O:6][CH2:7][CH2:8][Br:9])[O:2][CH2:3][CH2:4][Br:5].C(Cl)(Cl)(Cl)[Cl:12]>C(N(CC)CC)C>[P:1]([Cl:12])(=[O:10])([O:6][CH2:7][CH2:8][Br:9])[O:2][CH2:3][CH2:4][Br:5]. Procedure: A total of 0.68 mole of bis(2-bromoethyl) phosphite was reacted with excess carbon tetrachloride in the presence of a small amount of triethylamine. The bis(2-bromoethyl) phosphorochloridate thus formed was reacted with 0.31 mole of ethylene glycol in the presence of 0.68 mole of pyridine. The reaction product was washed with aqueous sulfuric acid, water, aqueous sodium bicarbonate, and again with water. The volatiles (chloroform and carbon tetrachloride) were removed by evaporation at reduced p... The reactants are OC=1C=C(C=CC1O)C(C(=CC=C(C(=O)OCC)N(C)C)SC)=O (ethyl 6-(3,4-dihydroxyphenyl)-2-dimethylamino-5-methylthio-6-oxo-2,4-hexadienoate), Cl (hydrochloric acid), C(C)O (ethanol). Reaction conditions: temperature 20 celsius, time 5 minute. Yields the product OC=1C=C(C=CC1O)C(C(=CC=C(C(=O)OCC)O)SC)=O (ethyl 6-(3,4-dihydroxyphenyl)-2-hydroxy-5-methylthio-6-oxo-2,4-hexadienoate). RXN SMILES: [OH:1][C:2]1[CH:3]=[C:4]([C:9](=[O:24])[C:10]([S:22][CH3:23])=[CH:11][CH:12]=[C:13](N(C)C)[C:14]([O:16][CH2:17][CH3:18])=[O:15])[CH:5]=[CH:6][C:7]=1[OH:8].Cl.C([OH:28])C>>[OH:1][C:2]1[CH:3]=[C:4]([C:9](=[O:24])[C:10]([S:22][CH3:23])=[CH:11][CH:12]=[C:13]([OH:28])[C:14]([O:16][CH2:17][CH3:18])=[O:15])[CH:5]=[CH:6][C:7]=1[OH:8]. Procedure details: The procedure is as in Example 4, starting with ethyl 6-(3,4-dihydroxyphenyl)-2-dimethylamino-5-methylthio-6-oxo-2,4-hexadienoate (1.9 g) and 1N aqueous hydrochloric acid solution (10.8 cc) in ethanol (10.8 cc). The mixture is heated to boiling for 5 minutes, and then cooled to a temperature in the region of 20° C. After purification by crystallization in isopropyl ether (100 cc), ethyl 6-(3,4-dihydroxyphenyl)-2-hydroxy-5-methylthio-6-oxo-2,4-hexadienoate (0.6 g), m.p. 156° C., is obtained. The reactants are [NH4+].[Cl-] (NH4Cl), C(C)C1(CSC2=C(C(=N1)C1=CC=CC=C1)C=CC=C2)C=O ((±)-3-Ethyl-2,3-dihydro-5-phenyl-1,4-benzothiazepine-3-carbaldehyde), hexanes EtOAc, solution, CC(C)([O-])C.[K+] (potassium t-butoxide). The reagents and catalysts are [Br-].C[P+](C1=CC=CC=C1)(C1=CC=CC=C1)C1=CC=CC=C1 (methyl triphenylphosphonium bromide). The solvent is C1CCOC1 (THF), C1CCOC1 (THF), C1CCOC1 (THF). Reaction conditions: time 1 hour. The product is C(C)C1(CSC2=C(C(=N1)C1=CC=CC=C1)C=CC=C2)C=C ((±)-3-Ethyl-2,3-dihydro-5-phenyl-3-vinyl-1,4-benzothiazepine). Reaction SMILES: [CH3:1]C(C)([O-])C.[K+].[CH2:7]([C:9]1([CH:26]=O)[N:15]=[C:14]([C:16]2[CH:21]=[CH:20][CH:19]=[CH:18][CH:17]=2)[C:13]2[CH:22]=[CH:23][CH:24]=[CH:25][C:12]=2[S:11][CH2:10]1)[CH3:8].[NH4+].[Cl-]>C1COCC1.[Br-].C[P+](C1C=CC=CC=1)(C1C=CC=CC=1)C1C=CC=CC=1>[CH2:7]([C:9]1([CH:26]=[CH2:1])[N:15]=[C:14]([C:16]2[CH:21]=[CH:20][CH:19]=[CH:18][CH:17]=2)[C:13]2[CH:22]=[CH:23][CH:24]=[CH:25][C:12]=2[S:11][CH2:10]1)[CH3:8] |f:0.1,3.4,6.7|. Procedure: A 1.0M solution of potassium t-butoxide in THF (82 ml, Aldrich) was added to a suspension of methyl triphenylphosphonium bromide (29.0 g, Aldrich) in 250 ml of THF. After complete addition, the reaction mixture was refluxed for one hour, cooled with an ice bath and the product from step (e) (12.0 g) in 70 ml of THF was added. The reaction was stirred for 1 hr at room temperature, refluxed for 2.5 hr and then stirred at room temperature for 17 hr. Saturated NH4Cl(200 ml) was added, the organic la... Starting materials: N1=C(Cl)N=C(Cl)N=C1Cl (cyanuric chloride), C(C)(C)N(CC)C(C)C (diisopropylethylamine), C1(CC1)C1=NNC(=C1)N (3-cyclopropyl-1H-pyrazol-5-amine). Solvent: C1CCOC1 (THF), C(C)(C)O (isopropyl alcohol). Reaction conditions: time 8 hour. Product: ClC1=NC(=NC(=N1)Cl)NC1=CC(=NN1)C1CC1 (4,6-Dichloro-N-(3-cyclopropyl-1H-pyrazol-5-yl)-1,3,5-triazin-2-amine). Reaction SMILES: [N:1]1[C:8]([Cl:9])=[N:7][C:5](Cl)=[N:4][C:2]=1[Cl:3].C(N(C(C)C)CC)(C)C.[CH:19]1([C:22]2[CH:26]=[C:25]([NH2:27])[NH:24][N:23]=2)[CH2:21][CH2:20]1>C1COCC1.C(O)(C)C>[Cl:9][C:8]1[N:1]=[C:2]([Cl:3])[N:4]=[C:5]([NH:27][C:25]2[NH:24][N:23]=[C:22]([CH:19]3[CH2:21][CH2:20]3)[CH:26]=2)[N:7]=1. Procedure: To a solution of cyanuric chloride (5 g, 27.1 mmol) in THF (40 mL) were added diisopropylethylamine (7.1 mL, 40.6 mmol) and 3-cyclopropyl-1H-pyrazol-5-amine (4.0 g, 32.5 mmol) in isopropyl alcohol (40 mL) at 0° C. over 30 minutes. The reaction mixture was stirred at room temperature overnight. The crude reaction solution was used for the next step without purification. A small amount was purified by Biotage (0-50% EtOAc/Hexane, 1 L). 1H NMR (DMSO, 400 MHz) δ 11.33 (s, NH), 6.19 (s, 1H), 3.83 (br...